From a dataset of the Open Reaction Database (ORD), a public repository of structured organic reaction records. describe an organic reaction: reactants, conditions, products, and yield Starting materials: N1(CCCCC1)CCOC1CNCC1 (3-(2-piperidinoethoxy)pyrrolidine), O.O.C(C(=O)O)(=O)O (oxalic acid dihydrate), trioxalate, ClCCN1CCCCC1 (1-(2-chloroethyl)piperidine), C([O-])([O-])=O.[K+].[K+] (potassium carbonate). Solvent: C1=CC=CC=C1 (benzene). The product is C(C(=O)O)(=O)O.C(C(=O)O)(=O)O.C(C(=O)O)(=O)O.N1(CCCCC1)CCN1CC(CC1)OCCN1CCCCC1 (1-(2-Piperidinoethyl)-3-(2-piperidinoethoxy)pyrrolidine Trioxalate). Isolated yield 32.0%. As a reaction SMILES: [N:1]1([CH2:7][CH2:8][O:9][CH:10]2[CH2:14][CH2:13][NH:12][CH2:11]2)[CH2:6][CH2:5][CH2:4][CH2:3][CH2:2]1.Cl[CH2:16][CH2:17][N:18]1[CH2:23][CH2:22][CH2:21][CH2:20][CH2:19]1.C(=O)([O-])[O-].[K+].[K+].O.O.[C:32]([OH:37])(=[O:36])[C:33]([OH:35])=[O:34]>C1C=CC=CC=1>[C:32]([OH:37])(=[O:36])[C:33]([OH:35])=[O:34].[C:32]([OH:37])(=[O:36])[C:33]([OH:35])=[O:34].[C:32]([OH:37])(=[O:36])[C:33]([OH:35])=[O:34].[N:18]1([CH2:17][CH2:16][N:12]2[CH2:13][CH2:14][CH:10]([O:9][CH2:8][CH2:7][N:1]3[CH2:2][CH2:3][CH2:4][CH2:5][CH2:6]3)[CH2:11]2)[CH2:23][CH2:22][CH2:21][CH2:20][CH2:19]1 |f:2.3.4,5.6.7,9.10.11.12|. Procedure: A solution of 10.0 g. (0.051 mole) of 3-(2-piperidinoethoxy)pyrrolidine and 10.4 g. (0.07 mole) of 1-(2-chloroethyl)piperidine in 200 ml. dry benzene was stirred with 28 g. (0.2 mole) of potassium carbonate at reflux for 15 hr. After cooling, the reaction mixture was filtered and concentrated. The residual oil was molecularly distilled to give a slightly impure product which when treated with three equivalents of oxalic acid dihydrate gave 9.3 g. of the trioxalate salt, m.p. 155°-162° C. (32% yi... Reaction SMILES: [Cl:1][CH2:2][C:3](=[O:11])[CH2:4][C:5]([O:7]C(C)C)=[O:6].[N:12]1[CH:17]=[CH:16][CH:15]=[CH:14][CH:13]=1>>[Cl-:1].[C:5]([O-:7])(=[O:6])[CH2:4][C:3]([CH3:2])=[O:11].[CH:3]([C:13]1[CH:14]=[CH2+:15][CH:16]=[CH:17][N:12]=1)([CH3:4])[CH3:2].[CH:3]([C:13]1[CH:14]=[CH2+:15][CH:16]=[CH:17][N:12]=1)([CH3:4])[CH3:2] |f:2.3.4.5|. The product is [Cl-].C(CC(=O)C)(=O)[O-].C(C)(C)C1=NC=C[CH2+]=C1.C(C)(C)C1=NC=C[CH2+]=C1 (isopropyl 4 -pyridiniumacetoacetate chloride). Starting materials: ClCC(CC(=O)OC(C)C)=O (isopropyl 4-chloroacetoacetate), N1=CC=CC=C1 (pyridine). Reported procedure: The title compound was prepared as described in Example 1 from pyridine and isopropyl 4-chloroacetoacetate in a yield of 71%. Isolated yield 71.0%. Reactants: BrC1=C2C(=NC=C1)C=CS2 (7-bromo-thieno[3,2-b]pyridine), CO.O (MeOH H2O), 1/1, [Li]CCCC (n-BuLi). Solvent: C1CCOC1 (THF). Run at temperature -78 celsius. Product: S1C=CC2=NC=CC=C21 (Thieno[3,2-b]pyridine). Isolated yield 62.7%. RXN SMILES: Br[C:2]1[CH:7]=[CH:6][N:5]=[C:4]2[CH:8]=[CH:9][S:10][C:3]=12.[Li]CCCC.CO.O>C1COCC1>[S:10]1[C:3]2[C:4](=[N:5][CH:6]=[CH:7][CH:2]=2)[CH:8]=[CH:9]1 |f:2.3|. Procedure: Dissolve 7-bromo-thieno[3,2-b]pyridine (3.69 g, 17 mmol) in dry THF (20 mL) and cool to −78° C. Add n-BuLi (1.6 M in hexane, 21.2 mL, 34 mmol) slowly to the mixture at −78° C. and stir at −78° C. for 20 min. Add MeOH/H2O=1/1 (20 mL) and stir at room temperature for 1 h. Extract the reaction mixture with CH2Cl2. Wash the organic portion with saturated NaCl solution, dry over Na2SO4, and evaporate. Purify the resulting residue using silica gel chromatography, eluting with 100% hexane to hexane:eth... Reactants: FC1=CC=C(CN(C2=NC=CC=C2)CCN(CCCCCN)C)C=C1 (N-[2-[N-(4-fluorobenzyl)-N-(2-pyridyl)amino]ethyl]-N-methyl-1,5-pentanediamine), C(#N)NC(OC1=CC=CC=C1)=NCCSCC=1N=C(SC1)NC(=N)N (N-cyano-N'-[2-[[(2-guanidino-4-thiazolyl)methyl]thio]ethyl]-O-phenyl-isourea). The product is C(#N)NC(=NCCSCC=1N=C(SC1)NC(=N)N)NCCCCCN(C)CCN(C1=NC=CC=C1)CC1=CC=C(C=C1)F (N-cyano-N'-[5-[N-[2-[N-(4-fluorobenzyl)-N-(2-pyridyl)amino]ethyl]-N-methylamino]pentyl]-N"-[2-[[(2-guanidino-4-thiazolyl)methyl]thio]ethyl]guanidine). Reaction SMILES: [F:1][C:2]1[CH:25]=[CH:24][C:5]([CH2:6][N:7]([CH2:14][CH2:15][N:16]([CH3:23])[CH2:17][CH2:18][CH2:19][CH2:20][CH2:21][NH2:22])[C:8]2[CH:13]=[CH:12][CH:11]=[CH:10][N:9]=2)=[CH:4][CH:3]=1.[C:26]([NH:28][C:29](=[N:37][CH2:38][CH2:39][S:40][CH2:41][C:42]1[N:43]=[C:44]([NH:47][C:48]([NH2:50])=[NH:49])[S:45][CH:46]=1)OC1C=CC=CC=1)#[N:27]>>[C:26]([NH:28][C:29]([NH:22][CH2:21][CH2:20][CH2:19][CH2:18][CH2:17][N:16]([CH2:15][CH2:14][N:7]([CH2:6][C:5]1[CH:24]=[CH:25][C:2]([F:1])=[CH:3][CH:4]=1)[C:8]1[CH:13]=[CH:12][CH:11]=[CH:10][N:9]=1)[CH3:23])=[N:37][CH2:38][CH2:39][S:40][CH2:41][C:42]1[N:43]=[C:44]([NH:47][C:48]([NH2:50])=[NH:49])[S:45][CH:46]=1)#[N:27]. Procedure details: Preparation is effected analogously to Example 1, using 0.51 g (1.5 mmol) of N-[2-[N-(4-fluorobenzyl)-N-(2-pyridyl)amino]ethyl]-N-methyl-1,5-pentanediamine and the equimolar amount of N-cyano-N'-[2-[[(2-guanidino-4-thiazolyl)methyl]thio]ethyl]-O-phenyl-isourea as starting materials. Working up by chromatography analogously to Example 1 yields the purified title compound in the form of a viscous oil; MS (+FAB method): m/z (rel. int. [%])=626 ([M+H]+, 3), 154 ([m-NO2 benzylOH] 100); IR (KBr): 2162... Reactants: OC1=C(C(OC=2CCCCC12)=O)C1=CC=CC=C1 (4-hydroxy-3-phenyl-5,6,7,8-tetrahydrocoumarin), O1CCN(CC1)CC1CO1 (3-morpholino-1,2-epoxypropane). Run in C(C(C)C)C(=O)C (methyl isobutyl ketone). Conditions: time 15 minute. Product: O1CCN(CC1)CC(COC1=C(C(OC=2CCCCC12)=O)C1=CC=CC=C1)O (4-(3'-Morpholino-2'-hydroxypropoxy)-3-phenyl-5,6,7,8-tetrahydrocoumarin). The yield is 77.0%. Reaction SMILES: [OH:1][C:2]1[C:11]2[CH2:10][CH2:9][CH2:8][CH2:7][C:6]=2[O:5][C:4](=[O:12])[C:3]=1[C:13]1[CH:18]=[CH:17][CH:16]=[CH:15][CH:14]=1.[O:19]1[CH2:24][CH2:23][N:22]([CH2:25][CH:26]2[O:28][CH2:27]2)[CH2:21][CH2:20]1>C(C(C)=O)C(C)C>[O:19]1[CH2:24][CH2:23][N:22]([CH2:25][CH:26]([OH:28])[CH2:27][O:1][C:2]2[C:11]3[CH2:10][CH2:9][CH2:8][CH2:7][C:6]=3[O:5][C:4](=[O:12])[C:3]=2[C:13]2[CH:14]=[CH:15][CH:16]=[CH:17][CH:18]=2)[CH2:21][CH2:20]1. Procedure: A solution of 4-hydroxy-3-phenyl-5,6,7,8-tetrahydrocoumarin and 3-morpholino-1,2-epoxypropane in methyl isobutyl ketone is brought under reflux for 8 hours. Evaporation is carried out under vacuum and the residue is taken up by a 5% solution of sodium bicarbonate and kept for 15 minutes at reflux. After cooling, extraction is carried out with chloroform, drying takes place on sodium sulphate and the chloroform is evaporated. An oil is obtained which cannot be crystallised. Yield 77%.